From a dataset of the Open Reaction Database (ORD), a public repository of structured organic reaction records. describe an organic reaction: reactants, conditions, products, and yield Reactants: NC=1C2=CC=CC=C2C=2C=CC=CC2C1 (9-aminophenanthrene), ferric chloride, [OH-].[Na+] (NaOH), CC(C=O)=C (methyl propenal). The reagents and catalysts are [Cl-].[Zn+2].[Cl-] (zinc chloride). The solvent is C(C)(=O)O (acetic acid). Product: CC=1C=NC2=C3C(=C4C(=C2C1)C=CC=C4)C=CC=C3 (3-methyl dibenzo[h,f]quinoline). Yield: 41.0%. RXN SMILES: [NH2:1][C:2]1[C:3]2[C:8]([C:9]3[CH:10]=[CH:11][CH:12]=[CH:13][C:14]=3[CH:15]=1)=[CH:7][CH:6]=[CH:5][CH:4]=2.[CH3:16][C:17](=[CH2:20])[CH:18]=O.[OH-].[Na+]>[Cl-].[Zn+2].[Cl-].C(O)(=O)C>[CH3:20][C:17]1[CH:16]=[N:1][C:2]2[C:15]([CH:18]=1)=[C:14]1[CH:13]=[CH:12][CH:11]=[CH:10][C:9]1=[C:8]1[CH:7]=[CH:6][CH:5]=[CH:4][C:3]=21 |f:2.3,4.5.6|. Reported procedure: 1.58 g of 9-aminophenanthrene (8.2 mmol) was added into a two-necked bottle and placed in a drying oven. After 1.33 g of ferric chloride (8.2 mmol) and 1.12 g of zinc chloride (8.2 mmol) were added, a nitrogen gas was conducted. Next, 18 ml of acetic acid was slowly added. 690 mg of methyl propenal (9.8 mmol) was then added with thermal reflux for three hours. After cooling, 15% of the NaOH aqueous solution was slowly added under an ice bath to neutralize the pH level to 7. Next, the resulting s... Reactants: O=C(O)c1cnn2c(C(F)(F)F)cc(-c3ccc(C(F)(F)F)cc3)nc12, Cc1nc(N)sc1S(=O)(=O)NC(C)(C)CO. Product: Cc1nc(NC(=O)c2cnn3c(C(F)(F)F)cc(-c4ccc(C(F)(F)F)cc4)nc23)sc1S(=O)(=O)NC(C)(C)CO. RXN SMILES: [F:1][C:2]([c:3]1[cH:4][c:5](-[c:15]2[cH:16][cH:17][c:18]([C:21]([F:22])([F:23])[F:24])[cH:19][cH:20]2)[n:6][c:7]2[n:8]1[n:9][cH:10][c:11]2[C:12](=[O:13])[OH:14])([F:25])[F:26].[OH:27][CH2:28][C:29]([CH3:30])([CH3:31])[NH:32][S:33](=[O:34])(=[O:35])[c:36]1[c:37]([CH3:42])[n:38][c:39]([NH2:41])[s:40]1>>[F:1][C:2]([c:3]1[cH:4][c:5](-[c:15]2[cH:16][cH:17][c:18]([C:21]([F:22])([F:23])[F:24])[cH:19][cH:20]2)[n:6][c:7]2[n:8]1[n:9][cH:10][c:11]2[C:12](=[O:13])[NH:41][c:39]1[n:38][c:37]([CH3:42])[c:36]([S:33]([NH:32][C:29]([CH2:28][OH:27])([CH3:30])[CH3:31])(=[O:34])=[O:35])[s:40]1)([F:25])[F:26].